Dataset: the Open Reaction Database (ORD), a public repository of structured organic reaction records. Task: describe an organic reaction: reactants, conditions, products, and yield The reactants are CC1=C(N=C(N1CCC1=CC=CC=C1)C=O)C1=CC=CC=C1 (5-methyl-1-phenethyl-4-phenyl-imidazole-2-carbaldehyde), OC1CCN(CC1)C (4-hydroxy-N-methylpiperidine), C(=O)([O-])[O-].[Na+].[Na+] (Na2CO3), CS(=O)(=O)O (Methanesulfonic acid). Solvent: C(Cl)(Cl)Cl (CHCl3). The product is CC1=C(N=C2C(C3=C(CCN12)C=CC=C3)OC3CCN(CC3)C)C3=CC=CC=C3 (1-methyl-4-(1-methyl-piperidin-4-yloxy)-2-phenyl-9,10-dihydro-4H-3,10a-diaza-benzo[f]azulene). Reaction SMILES: [CH3:1][C:2]1[N:6]([CH2:7][CH2:8][C:9]2[CH:14]=[CH:13][CH:12]=[CH:11][CH:10]=2)[C:5]([CH:15]=[O:16])=[N:4][C:3]=1[C:17]1[CH:22]=[CH:21][CH:20]=[CH:19][CH:18]=1.O[CH:24]1[CH2:29][CH2:28][N:27]([CH3:30])[CH2:26][CH2:25]1.CS(O)(=O)=O.C([O-])([O-])=O.[Na+].[Na+]>C(Cl)(Cl)Cl>[CH3:1][C:2]1[N:6]2[C:5]([CH:15]([O:16][CH:24]3[CH2:29][CH2:28][N:27]([CH3:30])[CH2:26][CH2:25]3)[C:10]3[CH:11]=[CH:12][CH:13]=[CH:14][C:9]=3[CH2:8][CH2:7]2)=[N:4][C:3]=1[C:17]1[CH:22]=[CH:21][CH:20]=[CH:19][CH:18]=1 |f:3.4.5|. Reported procedure: To a solution of 5-methyl-1-phenethyl-4-phenyl-imidazole-2-carbaldehyde (example 103B) (50 mg, 0.172 mmole) in CHCl3 (1 mL) is added 4-hydroxy-N-methylpiperidine (198 mg, 1.72 mmoles). Methanesulfonic acid is added dropwise until a purple colour developed. The reaction is completed (TLC control). A saturated solution of Na2CO3 is added to reach pH 10. The aqueous phase is extracted three times with CH2Cl2. The organic phase is dried over magnesium sulphate, filtered and the solvent is removed un...